Dataset: the Open Reaction Database (ORD), a public repository of structured organic reaction records. Task: describe an organic reaction: reactants, conditions, products, and yield Starting materials: C1(=CC=CC=C1)P(C1=CC=CC=C1)C1=CC=CC=C1 (triphenylphosphine), diethyl azidodicarboxylate, C(#N)C1=CC=C(C=C1)NC(C=1N(C=C(N1)C1=C(C(=O)N)C=CC=C1)C(C1=CC=CC=C1)(C1=CC=CC=C1)C1=CC=CC=C1)C1=C(C(=CC(=C1)CC)O)F (2-(2-((4-cyanophenylamino)(5-ethyl-2-fluoro-3-hydroxyphenyl)methyl)-1-trityl-1H-imidazol-4-yl)benzamide), O[C@H]1COCC1 ((R)-3-hydroxytetrahydrofuran). Run in C1CCOC1 (THF), C1CCOC1 (THF). Conditions: temperature 0 celsius, time 20 minute. Product: C(#N)C1=CC=C(C=C1)NC(C=1N(C=C(N1)C1=C(C(=O)N)C=CC=C1)C(C1=CC=CC=C1)(C1=CC=CC=C1)C1=CC=CC=C1)C1=C(C(=CC(=C1)CC)O[C@@H]1COCC1)F (2-(2-((4-cyanophenylamino)(5-ethyl-2-fluoro-3-((S)-tetrahydrofuran-3-yloxy)phenyl)methyl)-1-trityl-1H-imidazol-4-yl)benzamide). Isolated yield 101.4%. As a reaction SMILES: C1(P(C2C=CC=CC=2)C2C=CC=CC=2)C=CC=CC=1.[C:20]([C:22]1[CH:27]=[CH:26][C:25]([NH:28][CH:29]([C:63]2[CH:68]=[C:67]([CH2:69][CH3:70])[CH:66]=[C:65]([OH:71])[C:64]=2[F:72])[C:30]2[N:31]([C:44]([C:57]3[CH:62]=[CH:61][CH:60]=[CH:59][CH:58]=3)([C:51]3[CH:56]=[CH:55][CH:54]=[CH:53][CH:52]=3)[C:45]3[CH:50]=[CH:49][CH:48]=[CH:47][CH:46]=3)[CH:32]=[C:33]([C:35]3[CH:43]=[CH:42][CH:41]=[CH:40][C:36]=3[C:37]([NH2:39])=[O:38])[N:34]=2)=[CH:24][CH:23]=1)#[N:21].O[C@@H:74]1[CH2:78][CH2:77][O:76][CH2:75]1>C1COCC1>[C:20]([C:22]1[CH:27]=[CH:26][C:25]([NH:28][CH:29]([C:63]2[CH:68]=[C:67]([CH2:69][CH3:70])[CH:66]=[C:65]([O:71][C@H:74]3[CH2:78][CH2:77][O:76][CH2:75]3)[C:64]=2[F:72])[C:30]2[N:31]([C:44]([C:45]3[CH:50]=[CH:49][CH:48]=[CH:47][CH:46]=3)([C:51]3[CH:56]=[CH:55][CH:54]=[CH:53][CH:52]=3)[C:57]3[CH:58]=[CH:59][CH:60]=[CH:61][CH:62]=3)[CH:32]=[C:33]([C:35]3[CH:43]=[CH:42][CH:41]=[CH:40][C:36]=3[C:37]([NH2:39])=[O:38])[N:34]=2)=[CH:24][CH:23]=1)#[N:21]. Procedure: To a solution of triphenylphosphine (40.6 mg, 0.155 mmol) in 1 mL THF at 0° C., was added diethyl azidodicarboxylate (24.5 μL, 0.155 mmol), dropwise. The mixture was stirred at 0° C. for 20 min, then a solution of Intermediate 188.6 (36 mg, 0.052 mmol) and (R)-3-hydroxytetrahydrofuran (8.3 μL, 0.103 mmol) in 1 mL THF was added dropwise. The mixture was stirred at 0° C. for 15 min and at rt for 14 h, then was concentrated. The crude residue was purified by flash chromatography (0 to 100% EtOAc/he... Starting materials: S(=O)(Cl)Cl (thionyl chloride), O (water), C(C)(C)C=1OC=C(N1)C(=O)O (2-isopropyloxazole-4-carboxylic acid), C1(CC1)N (cyclopropylamine). The solvent is C1(=CC=CC=C1)C (toluene), ClCCl (dichloromethane), ClCCl (dichloromethane), CN(C=O)C (dimethylformamide). Conditions: temperature 80 celsius, time 1 hour. Product: C1(CC1)NC(=O)C=1N=C(OC1)C(C)C (2-isopropyl-oxazole-4-carboxylic acid-cyclopropylamide). Isolated yield 95.8%. RXN SMILES: S(Cl)(Cl)=O.[CH:5]([C:8]1[O:9][CH:10]=[C:11]([C:13]([OH:15])=O)[N:12]=1)([CH3:7])[CH3:6].[CH:16]1([NH2:19])[CH2:18][CH2:17]1.O>C1(C)C=CC=CC=1.CN(C)C=O.ClCCl>[CH:16]1([NH:19][C:13]([C:11]2[N:12]=[C:8]([CH:5]([CH3:6])[CH3:7])[O:9][CH:10]=2)=[O:15])[CH2:18][CH2:17]1. Procedure details: At room temperature, 47.6 g (0.40 mol) of thionyl chloride was dripped into a solution of 31.0 g (0.20 mol) of 2-isopropyloxazole-4-carboxylic acid in 200 ml of toluene and 2 ml of dimethylformamide, and the mixture was stirred for one hour at 80° C. The solvents were stripped off under reduced pressure, the residue was dissolved in 300 ml of dichloromethane, and 24.0 g (0.42 mol) of cyclopropylamine in 20 ml of dichloromethane was dripped in at 0° to 10° C. The mixture was stirred for 12 hours ... Starting materials: COc1cc2c(Oc3ccc4[nH]cc(C)c4c3)ncnc2cc1OCc1ccccc1, O=C[O-], [NH4+], CN(C)C=O. Product: COc1cc2c(Oc3ccc4[nH]cc(C)c4c3)ncnc2cc1O. RXN SMILES: [CH2:1]([c:2]1[cH:3][cH:4][cH:5][cH:6][cH:7]1)[O:8][c:9]1[c:10]([O:30][CH3:31])[cH:11][c:12]2[c:13]([O:19][c:20]3[cH:21][c:22]4[c:23]([CH3:29])[cH:24][nH:25][c:26]4[cH:27][cH:28]3)[n:14][cH:15][n:16][c:17]2[cH:18]1.[CH:32]([O-:33])=[O:34].[NH4+:35].[O:36]=[CH:37][N:38]([CH3:39])[CH3:40]>>[OH:8][c:9]1[c:10]([O:30][CH3:31])[cH:11][c:12]2[c:13]([O:19][c:20]3[cH:21][c:22]4[c:23]([CH3:29])[cH:24][nH:25][c:26]4[cH:27][cH:28]3)[n:14][cH:15][n:16][c:17]2[cH:18]1. The reactants are Carbohydrate, C([C@@H]1[C@H]([C@@H]([C@H]([C@H](O1)O[C@]2([C@H]([C@@H]([C@H](O2)CO)O)O)CO)O)O)O)O (sucrose), C(C1=CC=CC=C1)(C1=CC=CC=C1)(C1=CC=CC=C1)Cl (trityl chloride). Run in N1=CC=CC=C1 (pyridine), N1=CC=CC=C1 (pyridine). Run at time 4 day. Product: C1=CC=C(C=C1)C(C2=CC=CC=C2)(C3=CC=CC=C3)OC[C@@H]4[C@@H]([C@@H]([C@H](C(O4)O[C@]5([C@H]([C@@H]([C@H](O5)COC(C6=CC=CC=C6)(C7=CC=CC=C7)C8=CC=CC=C8)O)O)COC(C9=CC=CC=C9)(C1=CC=CC=C1)C1=CC=CC=C1)O)O)O (1',6,6'-tri-O-tritylsucrose). Isolated yield 58.8%. RXN SMILES: [CH2:1]([OH:23])[C@H:2]1[O:7][C@H:6]([O:8][C@:9]2([CH2:18][OH:19])[O:13][C@H:12]([CH2:14][OH:15])[C@@H:11]([OH:16])[C@@H:10]2[OH:17])[C@H:5]([OH:20])[C@@H:4]([OH:21])[C@@H:3]1[OH:22].[C:24](Cl)([C:37]1[CH:42]=[CH:41][CH:40]=[CH:39][CH:38]=1)([C:31]1[CH:36]=[CH:35][CH:34]=[CH:33][CH:32]=1)[C:25]1[CH:30]=[CH:29][CH:28]=[CH:27][CH:26]=1>N1C=CC=CC=1>[CH:28]1[CH:29]=[CH:30][C:25]([C:24]([O:23][CH2:1][C@H:2]2[O:7][CH:6]([O:8][C@:9]3([CH2:18][O:19][C:24]([C:25]4[CH:30]=[CH:29][CH:28]=[CH:27][CH:26]=4)([C:37]4[CH:38]=[CH:39][CH:40]=[CH:41][CH:42]=4)[C:31]4[CH:32]=[CH:33][CH:34]=[CH:35][CH:36]=4)[O:13][C@H:12]([CH2:14][O:15][C:24]([C:31]4[CH:32]=[CH:33][CH:34]=[CH:35][CH:36]=4)([C:25]4[CH:26]=[CH:27][CH:28]=[CH:29][CH:30]=4)[C:37]4[CH:42]=[CH:41][CH:40]=[CH:39][CH:38]=4)[C@@H:11]([OH:16])[C@@H:10]3[OH:17])[C@H:5]([OH:20])[C@@H:4]([OH:21])[C@H:3]2[OH:22])([C:37]2[CH:42]=[CH:41][CH:40]=[CH:39][CH:38]=2)[C:31]2[CH:36]=[CH:35][CH:34]=[CH:33][CH:32]=2)=[CH:26][CH:27]=1. Procedure: The procedure of Hough, Mufti, and Khan, Carbohydrate Res., Vol. 21, pp. 144-147 (1972), is modified as shown below. To a solution of 15 g of sucrose (43.82 mmol) in 225 ml of pyridine, a solution of 54.95 g of trityl chloride (197.1 mmol, 4.5 equiv.) in 50 ml of pyridine is added dropwise over a period of 30 minutes. The reaction mixture is then stirred at room temperature for 4 days. After 4 days, the solution is concentrated to a brown syrup, which is dissolved in methylene chloride. This sol... The reactants are C1CCOC1, ClCCl, Nc1ccccc1N1CCCCC1, c1ccncc1, O=C(Cl)c1ccno1. The product is O=C(Nc1ccccc1N1CCCCC1)c1ccno1. As a reaction SMILES: [CH2:31]1[O:32][CH2:33][CH2:34][CH2:35]1.[Cl:1][CH2:2][Cl:3].[N:18]1([c:24]2[c:25]([NH2:26])[cH:27][cH:28][cH:29][cH:30]2)[CH2:19][CH2:20][CH2:21][CH2:22][CH2:23]1.[cH:4]1[cH:5][cH:6][n:7][cH:8][cH:9]1.[o:10]1[n:11][cH:12][cH:13][c:14]1[C:15](=[O:16])[Cl:17]>>[o:10]1[n:11][cH:12][cH:13][c:14]1[C:15](=[O:16])[NH:26][c:25]1[c:24]([N:18]2[CH2:19][CH2:20][CH2:21][CH2:22][CH2:23]2)[cH:30][cH:29][cH:28][cH:27]1. The reactants are NCCNCCN (diethylenetriamine), NCCNCCN (diethylenetriamine), [N+](=O)([O-])C1=C(C=CC=C1)N=NC1=C(C=CC(=C1)C(C)(C)CC(C)(C)C)O (2-nitro-2'-hydroxy-5'-tert.-octylazobenzene). Run in C=1(C(=CC=CC1)C)C (xylene). The product is OC1=C(C=C(C=C1)C(C)(C)CC(C)(C)C)N1N=C2C(=N1)C=CC=C2 (2-(2'-hydroxy-5'-tert.-octylphenyl)-2H-benzotriazole). The yield is 92.0%. As a reaction SMILES: [N+:1]([C:4]1[CH:9]=[CH:8][CH:7]=[CH:6][C:5]=1[N:10]=[N:11][C:12]1[CH:17]=[C:16]([C:18]([CH2:21][C:22]([CH3:25])([CH3:24])[CH3:23])([CH3:20])[CH3:19])[CH:15]=[CH:14][C:13]=1[OH:26])([O-])=O.NCCNCCN>C1(C)C(C)=CC=CC=1>[OH:26][C:13]1[CH:14]=[CH:15][C:16]([C:18]([CH2:21][C:22]([CH3:25])([CH3:24])[CH3:23])([CH3:20])[CH3:19])=[CH:17][C:12]=1[N:11]1[N:10]=[C:5]2[CH:6]=[CH:7][CH:8]=[CH:9][C:4]2=[N:1]1. Reported procedure: Example 1 is repeated, except that an equivalent amount of 2-nitro-2'-hydroxy-5'-tert.-octylazobenzene (93% pure) is used instead of 2-nitro-2'-hydroxy-5'-methylazobenzene and a mixture of 60 g of xylene and 40 g of diethylenetriamine instead of 80 g of xylene and 20 g of diethylenetriamine. The hydrogenation is carried out at 45° C. The title product is isolated in a yield of 92% of theory. Melting point: 101°-103° C.